This data is from the Open Reaction Database (ORD), a public repository of structured organic reaction records. The task is: describe an organic reaction: reactants, conditions, products, and yield Reactants: OC=1C=CC2=C(C(OC(O2)(C)C)=O)C1 (6-hydroxy-2,2-dimethyl-benzo[1,3]dioxin-4-one), BrCC1CCCCC1 ((bromomethyl)cyclohexane). The product is C(CCCCC)OC=1C=CC2=C(C(OC(O2)(C)C)=O)C1 (6-Hexyloxy-2,2-dimethyl-benzo[1,3]dioxin-4-one). RXN SMILES: [OH:1][C:2]1[CH:3]=[CH:4][C:5]2[O:10][C:9]([CH3:12])([CH3:11])[O:8][C:7](=[O:13])[C:6]=2[CH:14]=1.BrC[CH:17]1[CH2:22][CH2:21][CH2:20][CH2:19][CH2:18]1>>[CH2:21]([O:1][C:2]1[CH:3]=[CH:4][C:5]2[O:10][C:9]([CH3:11])([CH3:12])[O:8][C:7](=[O:13])[C:6]=2[CH:14]=1)[CH2:22][CH2:17][CH2:18][CH2:19][CH3:20]. Procedure details: The title compound was prepared from 6-hydroxy-2,2-dimethyl-benzo[1,3]dioxin-4-one (example 38-a) and (bromomethyl)cyclohexane under conditions analogous to experimental example 38-b, to give the desired product as a white solid. MS: (+) m/z 279.16 (M+1)